The task is: describe an organic reaction: reactants, conditions, products, and yield. This data is from the Open Reaction Database (ORD), a public repository of structured organic reaction records. Reactants: O=C([O-])[O-], COC(=O)CS, CCCC[N+](CCCC)(CCCC)CCCC, CCOC(C)=O, CC1CN(C(=O)COc2ccc(Cl)cc2CCl)C(C)CN1Cc1ccc(F)cc1, [I-], [K+], [K+], CN(C)C=O. The product is COC(=O)CSCc1cc(Cl)ccc1OCC(=O)N1CC(C)N(Cc2ccc(F)cc2)CC1C. Reaction SMILES: [C:30](=[O:31])([O-:32])[O-:33].[C:36]([CH2:37][SH:38])(=[O:39])[O:40][CH3:41].[CH2:48]([N+:49]([CH2:50][CH2:51][CH2:52][CH3:53])([CH2:54][CH2:55][CH2:56][CH3:57])[CH2:58][CH2:59][CH2:60][CH3:61])[CH2:62][CH2:63][CH3:64].[CH3:65][CH2:66][O:67][C:68](=[O:69])[CH3:70].[Cl:1][c:2]1[cH:3][c:4]([CH2:28][Cl:29])[c:5]([O:6][CH2:7][C:8](=[O:9])[N:10]2[CH:11]([CH3:25])[CH2:12][N:13]([CH2:17][c:18]3[cH:19][cH:20][c:21]([F:24])[cH:22][cH:23]3)[CH:14]([CH3:16])[CH2:15]2)[cH:26][cH:27]1.[I-:47].[K+:34].[K+:35].[O:42]=[CH:43][N:44]([CH3:45])[CH3:46]>>[Cl:1][c:2]1[cH:3][c:4]([CH2:28][S:38][CH2:37][C:36](=[O:39])[O:40][CH3:41])[c:5]([O:6][CH2:7][C:8](=[O:9])[N:10]2[CH:11]([CH3:25])[CH2:12][N:13]([CH2:17][c:18]3[cH:19][cH:20][c:21]([F:24])[cH:22][cH:23]3)[CH:14]([CH3:16])[CH2:15]2)[cH:26][cH:27]1. Reactants: C(#N)C=1C=C2C(=CN(C2=CC1)C)[C@H]1CC[C@H](CC1)N1CCN(CC1)C=1C=C(C=C2C=CC=NC12)C(=O)O (8-[4-[(Cis)-4-(5-cyano-1-methyl-1H-indole-3-yl)cyclohexyl]-1-piperazinyl]-6-quinolinecarboxylic acid), solution, [Si](C)(C)(C)C=[N+]=[N-] ((CH3)3SiCHN2), oxalate salt, (CO2H)2. Solvent: CO (MeOH), C1(=CC=CC=C1)C (C6H5CH3), hexanes, CCO (EtOH). Run at temperature 23 celsius, time 12 hour. The product is C(#N)C=1C=C2C(=CN(C2=CC1)C)[C@H]1CC[C@H](CC1)N1CCN(CC1)C=1C=C(C=C2C=CC=NC12)C(=O)OC (Methyl 8-[4-[(Cis)-4-(5-cyano-1-methyl-1H-indol-3-yl)cyclohexyl]-1-piperazinyl]-6-quinolinecarboxylate). The yield is 40.0%. RXN SMILES: [C:1]([C:3]1[CH:4]=[C:5]2[C:9](=[CH:10][CH:11]=1)[N:8]([CH3:12])[CH:7]=[C:6]2[C@@H:13]1[CH2:18][CH2:17][C@H:16]([N:19]2[CH2:24][CH2:23][N:22]([C:25]3[CH:26]=[C:27]([C:35]([OH:37])=[O:36])[CH:28]=[C:29]4[C:34]=3[N:33]=[CH:32][CH:31]=[CH:30]4)[CH2:21][CH2:20]2)[CH2:15][CH2:14]1)#[N:2].[Si](C=[N+]=[N-])(C)(C)[CH3:39]>CO.C1(C)C=CC=CC=1.CCO>[C:1]([C:3]1[CH:4]=[C:5]2[C:9](=[CH:10][CH:11]=1)[N:8]([CH3:12])[CH:7]=[C:6]2[C@@H:13]1[CH2:18][CH2:17][C@H:16]([N:19]2[CH2:20][CH2:21][N:22]([C:25]3[CH:26]=[C:27]([C:35]([O:37][CH3:39])=[O:36])[CH:28]=[C:29]4[C:34]=3[N:33]=[CH:32][CH:31]=[CH:30]4)[CH2:23][CH2:24]2)[CH2:15][CH2:14]1)#[N:2]. Procedure details: To 50 mg (0.1 mmol) of 8-[4-[(Cis)-4-(5-cyano-1-methyl-1H-indole-3-yl)cyclohexyl]-1-piperazinyl]-6-quinolinecarboxylic acid in 1 mL of MeOH and 3 mL of C6H5CH3 at 23° C. was added 0.9 mL (0.39 mmol) of a 10% solution of (CH3)3SiCHN2 in hexanes. After stirring at 23° C. for 12 hours, the volatiles were removed by rotary evaporation. The crude product was chromatographed on silica gel eluting with 20:1 CH2Cl2:MeOH. The product fractions were pooled, stripped, and treated with 5 mg (0.05 mmol) of (... The reactants are BrB(Br)Br, COC(=O)c1cc(C)c(-c2ccc(OC)cc2C)s1, ClCCl. Yields the product COC(=O)c1cc(C)c(-c2ccc(O)cc2C)s1. Reaction SMILES: [B:20]([Br:21])([Br:22])[Br:23].[CH3:1][O:2][C:3](=[O:4])[c:5]1[s:6][c:7](-[c:11]2[c:12]([CH3:19])[cH:13][c:14]([O:17][CH3:18])[cH:15][cH:16]2)[c:8]([CH3:10])[cH:9]1.[Cl:24][CH2:25][Cl:26]>>[CH3:1][O:2][C:3](=[O:4])[c:5]1[s:6][c:7](-[c:11]2[c:12]([CH3:19])[cH:13][c:14]([OH:17])[cH:15][cH:16]2)[c:8]([CH3:10])[cH:9]1. The reactants are ClC1=CC(=NC2=NC=CC=C12)C1=C(C=CC(=C1)C(F)(F)F)F (4-chloro-2-(2-fluoro-5-trifluoromethyl-phenyl)-[1,8]naphthyridine), NC1=NC=NC=C1 (4-aminopyrimidine), C([O-])([O-])=O.[Cs+].[Cs+] (cesium carbonate), CC1(C2=CC=CC(=C2OC=2C(=CC=CC12)P(C1=CC=CC=C1)C1=CC=CC=C1)P(C1=CC=CC=C1)C1=CC=CC=C1)C (9,9-dimethyl-4,5-bis(diphenylphosphino)xanthene). The reagents and catalysts are C=1C=CC(=CC1)/C=C/C(=O)/C=C/C2=CC=CC=C2.C=1C=CC(=CC1)/C=C/C(=O)/C=C/C2=CC=CC=C2.C=1C=CC(=CC1)/C=C/C(=O)/C=C/C2=CC=CC=C2.[Pd].[Pd] (tris(dibenzylideneaceton)-dipalladium(0)). Run in O1CCOCC1 (dioxane). Run at temperature 140 celsius. The product is FC1=C(C=C(C=C1)C(F)(F)F)C1=NC2=NC=CC=C2C(=C1)NC1=NC=NC=C1 ([2-(2-fluoro-5-trifluoromethyl-phenyl)-[1,8]naphthyridin-4-yl]-pyrimidin-4-yl-amine). As a reaction SMILES: Cl[C:2]1[C:11]2[C:6](=[N:7][CH:8]=[CH:9][CH:10]=2)[N:5]=[C:4]([C:12]2[CH:17]=[C:16]([C:18]([F:21])([F:20])[F:19])[CH:15]=[CH:14][C:13]=2[F:22])[CH:3]=1.[NH2:23][C:24]1[CH:29]=[CH:28][N:27]=[CH:26][N:25]=1.C(=O)([O-])[O-].[Cs+].[Cs+].CC1(C)C2C=CC=C(P(C3C=CC=CC=3)C3C=CC=CC=3)C=2OC2C1=CC=CC=2P(C1C=CC=CC=1)C1C=CC=CC=1>O1CCOCC1.C1C=CC(/C=C/C(/C=C/C2C=CC=CC=2)=O)=CC=1.C1C=CC(/C=C/C(/C=C/C2C=CC=CC=2)=O)=CC=1.C1C=CC(/C=C/C(/C=C/C2C=CC=CC=2)=O)=CC=1.[Pd].[Pd]>[F:22][C:13]1[CH:14]=[CH:15][C:16]([C:18]([F:21])([F:20])[F:19])=[CH:17][C:12]=1[C:4]1[CH:3]=[C:2]([NH:23][C:24]2[CH:29]=[CH:28][N:27]=[CH:26][N:25]=2)[C:11]2[C:6](=[N:7][CH:8]=[CH:9][CH:10]=2)[N:5]=1 |f:2.3.4,7.8.9.10.11|. Procedure details: To a solution of 307 mg (0.94 mmol) 4-chloro-2-(2-fluoro-5-trifluoromethyl-phenyl)-[1,8]naphthyridine in 10 ml dioxane under nitrogen, 89 mg (0.94 mmol) 4-aminopyrimidine, 612 mg (1.88 mmol) cesium carbonate, 54 mg (0.093 mmol) 9,9-dimethyl-4,5-bis(diphenylphosphino)xanthene and 34 mg (0.038 mmol) tris(dibenzylideneaceton)-dipalladium(0) were added and heated in a microwave apparatus to 140° C. for 30 minutes. The reaction mixture was partitioned between dichloromethane and water. The organic ph... The reactants are IC=1C=C(C(=O)Cl)C=CC1 (3-iodobenzoyl chloride), bis-(dibenzylidene-acetone) palladium(O), C=CC1=CC=CC=C1 (styrene), C(C)N(C(C)C)C(C)C (ethyl-diisopropylamine). The solvent is C(CC)#N (propionitrile). Yields the product IC=1C=C(C=CC1)C=CC1=CC=CC=C1 (3-iodostilbene). The yield is 10.0%. Reaction SMILES: [I:1][C:2]1[CH:3]=[C:4]([CH:8]=[CH:9][CH:10]=1)[C:5](Cl)=O.C=[CH:12][C:13]1[CH:18]=[CH:17][CH:16]=[CH:15][CH:14]=1.C(N(C(C)C)C(C)C)C>C(#N)CC>[I:1][C:2]1[CH:3]=[C:4]([CH:5]=[CH:12][C:13]2[CH:18]=[CH:17][CH:16]=[CH:15][CH:14]=2)[CH:8]=[CH:9][CH:10]=1. Procedure details: The procedure described in Example 1 is followed, except that 26.65 g (0.1 mol) of 3-iodobenzoyl chloride, 13 g (0.125 mol) of styrene, 12.93 g (0.1 mol) of ethyl-diisopropylamine and 0.575 g (0.001 mol) of bis-(dibenzylidene-acetone)-palladium(O) are used. After a reaction time of 3 hours at the reflux temperature in 150 ml of propionitrile, 3.05 g (0.01 mol) of 3-iodostilbene, corresponding to a yield of 10% of theory, are obtained; melting point 96° C. The reactants are COCCBr, CN(C)C=O, [Cl-], [H-], [NH4+], [Na+], COCCCCN1C(=O)C(C)(CO)Oc2cc(C(F)(F)F)c(C(=O)N(C(C)C)C3CCCN(C(=O)OC(C)(C)C)C3)cc21. Yields the product COCCCCN1C(=O)C(C)(COCCOC)Oc2cc(C(F)(F)F)c(C(=O)N(C(C)C)C3CCCN(C(=O)OC(C)(C)C)C3)cc21. Reaction SMILES: [CH3:46][O:47][CH2:48][CH2:49][Br:50].[CH3:53][N:54]([CH3:55])[CH:56]=[O:57].[Cl-:51].[H-:44].[NH4+:52].[Na+:45].[OH:1][CH2:2][C:3]1([CH3:43])[O:4][c:5]2[c:6]([cH:16][c:17]([C:24](=[O:25])[N:26]([CH:27]3[CH2:28][N:29]([C:33](=[O:34])[O:35][C:36]([CH3:37])([CH3:38])[CH3:39])[CH2:30][CH2:31][CH2:32]3)[CH:40]([CH3:41])[CH3:42])[c:18]([C:20]([F:21])([F:22])[F:23])[cH:19]2)[N:7]([CH2:10][CH2:11][CH2:12][CH2:13][O:14][CH3:15])[C:8]1=[O:9]>>[O:1]([CH2:2][C:3]1([CH3:43])[O:4][c:5]2[c:6]([cH:16][c:17]([C:24](=[O:25])[N:26]([CH:27]3[CH2:28][N:29]([C:33](=[O:34])[O:35][C:36]([CH3:37])([CH3:38])[CH3:39])[CH2:30][CH2:31][CH2:32]3)[CH:40]([CH3:41])[CH3:42])[c:18]([C:20]([F:21])([F:22])[F:23])[cH:19]2)[N:7]([CH2:10][CH2:11][CH2:12][CH2:13][O:14][CH3:15])[C:8]1=[O:9])[CH2:49][CH2:48][O:47][CH3:46]. Starting materials: CCOC(=O)Cc1c(C)c(N)c2c(c1C)CCN2C(C)=O, CC(C)(C)C(=O)Cl, CCOC(C)=O, CCN(C(C)C)C(C)C, ClCCl. The product is CCOC(=O)Cc1c(C)c2c(c(NC(=O)C(C)(C)C)c1C)N(C(C)=O)CC2. Reaction SMILES: [C:1]([CH3:2])(=[O:3])[N:4]1[CH2:5][CH2:6][c:7]2[c:8]([CH3:21])[c:9]([CH2:15][C:16](=[O:17])[O:18][CH2:19][CH3:20])[c:10]([CH3:14])[c:11]([NH2:13])[c:12]21.[C:31]([C:32]([CH3:33])([CH3:34])[CH3:35])(=[O:36])[Cl:37].[CH3:38][CH2:39][O:40][C:41](=[O:42])[CH3:43].[CH:22]([N:23]([CH:24]([CH3:25])[CH3:26])[CH2:27][CH3:28])([CH3:29])[CH3:30].[Cl:44][CH2:45][Cl:46]>>[C:1]([CH3:2])(=[O:3])[N:4]1[CH2:5][CH2:6][c:7]2[c:8]([CH3:21])[c:9]([CH2:15][C:16](=[O:17])[O:18][CH2:19][CH3:20])[c:10]([CH3:14])[c:11]([NH:13][C:31]([C:32]([CH3:33])([CH3:34])[CH3:35])=[O:36])[c:12]21. Starting materials: CC(C)(C)OC(=O)N1CCN(c2ncc[nH]c2=O)CC1, C1CCOC1, CC(C)(C)[O-], CS(=O)(=O)OCCCCOc1cc(F)c(F)cc1F, [K+], O. The product is CC(C)(C)OC(=O)N1CCN(c2nccn(CCCCOc3cc(F)c(F)cc3F)c2=O)CC1. Reaction SMILES: [C:1]([CH3:2])([CH3:3])([CH3:4])[O:5][C:6](=[O:7])[N:8]1[CH2:9][CH2:10][N:11]([c:14]2[c:15](=[O:20])[nH:16][cH:17][cH:18][n:19]2)[CH2:12][CH2:13]1.[CH2:47]1[O:48][CH2:49][CH2:50][CH2:51]1.[CH3:21][C:22]([CH3:23])([O-:24])[CH3:25].[F:27][c:28]1[c:29]([O:30][CH2:31][CH2:32][CH2:33][CH2:34][O:35][S:36]([CH3:37])(=[O:38])=[O:39])[cH:40][c:41]([F:45])[c:42]([F:44])[cH:43]1.[K+:26].[OH2:46]>>[C:1]([CH3:2])([CH3:3])([CH3:4])[O:5][C:6](=[O:7])[N:8]1[CH2:9][CH2:10][N:11]([c:14]2[c:15](=[O:20])[n:16]([CH2:34][CH2:33][CH2:32][CH2:31][O:30][c:29]3[c:28]([F:27])[cH:43][c:42]([F:44])[c:41]([F:45])[cH:40]3)[cH:17][cH:18][n:19]2)[CH2:12][CH2:13]1. The reactants are C=CCCCCCCCCCCCCCCOCCCO[Si](C)(C)C(C)(C)C, CCCC[N+](CCCC)(CCCC)CCCC, C1CCOC1, [F-]. Yields the product C=CCCCCCCCCCCCCCCOCCCO. RXN SMILES: [C:1]([Si:2]([CH3:3])([CH3:4])[O:8][CH2:9][CH2:10][CH2:11][O:12][CH2:13][CH2:14][CH2:15][CH2:16][CH2:17][CH2:18][CH2:19][CH2:20][CH2:21][CH2:22][CH2:23][CH2:24][CH2:25][CH2:26][CH:27]=[CH2:28])([CH3:5])([CH3:6])[CH3:7].[CH2:30]([N+:31]([CH2:32][CH2:33][CH2:34][CH3:35])([CH2:36][CH2:37][CH2:38][CH3:39])[CH2:40][CH2:41][CH2:42][CH3:43])[CH2:44][CH2:45][CH3:46].[CH2:47]1[O:48][CH2:49][CH2:50][CH2:51]1.[F-:29]>>[OH:8][CH2:9][CH2:10][CH2:11][O:12][CH2:13][CH2:14][CH2:15][CH2:16][CH2:17][CH2:18][CH2:19][CH2:20][CH2:21][CH2:22][CH2:23][CH2:24][CH2:25][CH2:26][CH:27]=[CH2:28].